Task: describe an organic reaction: reactants, conditions, products, and yield. Dataset: the Open Reaction Database (ORD), a public repository of structured organic reaction records The reactants are [Cl-].[NH4+] (ammonium chloride), C(CC(=O)OC)(=O)OC (dimethyl malonate), FC1=C(C=C(C(=O)OCC)C=C1)[N+](=O)[O-] (ethyl 4-fluoro-3-nitrobenzoate), [H-].[Na+] (sodium hydride). The solvent is CCCCCC (hexane), CS(=O)C (dimethyl sulfoxide). Product: COC(=O)C(C1=C(C=C(C(=O)OCC)C=C1)[N+](=O)[O-])C(=O)OC (ethyl 4-(di(methoxycarbonyl)methyl)-3-nitrobenzoate). Reaction SMILES: [H-].[Na+].[C:3]([O:10][CH3:11])(=[O:9])[CH2:4][C:5]([O:7][CH3:8])=[O:6].F[C:13]1[CH:23]=[CH:22][C:16]([C:17]([O:19][CH2:20][CH3:21])=[O:18])=[CH:15][C:14]=1[N+:24]([O-:26])=[O:25].[Cl-].[NH4+]>CCCCCC.CS(C)=O>[CH3:8][O:7][C:5]([CH:4]([C:3]([O:10][CH3:11])=[O:9])[C:13]1[CH:23]=[CH:22][C:16]([C:17]([O:19][CH2:20][CH3:21])=[O:18])=[CH:15][C:14]=1[N+:24]([O-:26])=[O:25])=[O:6] |f:0.1,4.5|. Procedure: 30 mL of anhydrous dimethyl sulfoxide was added to 0.98 g of sodium hydride defatted with hexane, and to the resulting solution, 2.98 g of dimethyl malonate was gradually added at room temperature while stirring. After completion of the dropwise addition, the resulting mixture was stirred at 100° C. for 1 hour. This mixture was cooled to room temperature, and 3 g (14 mmol) of ethyl 4-fluoro-3-nitrobenzoate was added thereto, and the resulting mixture was stirred at room temperature for 30 minute... The reactants are [Cl-].[NH4+] (ammonium chloride), [N+](=O)([O-])C1=C(C(=CC=C1)[N+](=O)[O-])C (2,6-dinitrotoluene), Cl.NO (hydroxylamine hydrochloride), [OH-].[K+] (Potassium hydroxide). The solvent is O (water), C(C)O (ethanol). Run at time 24 hour. Yields the product [N+](=O)([O-])C1=C(N)C=CC(=C1C)[N+](=O)[O-] (2,4-dinitro-3-methylaniline). Reaction SMILES: [N+:1]([C:4]1[CH:9]=[CH:8][CH:7]=[C:6]([N+:10]([O-:12])=[O:11])[C:5]=1[CH3:13])([O-:3])=[O:2].Cl.[NH2:15]O.[OH-].[K+].[Cl-].[NH4+]>C(O)C.O>[N+:1]([C:4]1[C:5]([CH3:13])=[C:6]([N+:10]([O-:12])=[O:11])[CH:7]=[CH:8][C:9]=1[NH2:15])([O-:3])=[O:2] |f:1.2,3.4,5.6|. Procedure: 2,4-dinitro-3-methylaniline was prepared by a modification of the procedure described by Meisenheimer, et al., Chem. Ber. (1906) 39:2533. A mixture of 2,6-dinitrotoluene (55.0 g) and hydroxylamine hydrochloride (55.0 g) was stirred in 1.4 L of ethanol until solution took place. 2N Potassium hydroxide solution (550 mL) was added all at once and the resulting mixture allowed to stir for 24 hr. A solution of ammonium chloride (71 g) in water (350 mL) was added and the mixture stirred for an additio...